Dataset: the Open Reaction Database (ORD), a public repository of structured organic reaction records. Task: describe an organic reaction: reactants, conditions, products, and yield Starting materials: COC(CC=1C=C(C(=CC1)F)C1=C(C=C(C=C1)C(F)(F)F)C=O)=O ((6-fluoro-2′-formyl-4′-trifluoromethyl-biphenyl-3-yl)-acetic acid methyl ester), C1[C@H]([C@H](C2=CC=CC=C21)N)O ((1S,2R)-(−)-cis-1-amino-2-indanol). Product: COC(CC=1C=C(C(=CC1)F)C1=C(C=C(C=C1)C(F)(F)F)CN[C@@H]1[C@@H](CC2=CC=CC=C12)O)=O ({6-Fluoro-2′-[((1S,2R)-2-hydroxy-indan-1-ylamino)-methyl]-4′-trifluoromethyl-biphenyl-3-yl}-acetic acid methyl ester). As a reaction SMILES: [CH3:1][O:2][C:3](=[O:24])[CH2:4][C:5]1[CH:6]=[C:7]([C:12]2[CH:17]=[CH:16][C:15]([C:18]([F:21])([F:20])[F:19])=[CH:14][C:13]=2[CH:22]=O)[C:8]([F:11])=[CH:9][CH:10]=1.[CH2:25]1[C:33]2[C:28](=[CH:29][CH:30]=[CH:31][CH:32]=2)[C@H:27]([NH2:34])[C@@H:26]1[OH:35]>>[CH3:1][O:2][C:3](=[O:24])[CH2:4][C:5]1[CH:6]=[C:7]([C:12]2[CH:17]=[CH:16][C:15]([C:18]([F:21])([F:19])[F:20])=[CH:14][C:13]=2[CH2:22][NH:34][C@H:27]2[C:28]3[C:33](=[CH:32][CH:31]=[CH:30][CH:29]=3)[CH2:25][C@H:26]2[OH:35])[C:8]([F:11])=[CH:9][CH:10]=1. Reported procedure: Prepared according to the procedure described in Example 25, Step 4, using the following starting materials: (6-fluoro-2′-formyl-4′-trifluoromethyl-biphenyl-3-yl)-acetic acid methyl ester and (1S,2R)-(−)-cis-1-amino-2-indanol. The reactants are C1(CCCCC1)N (cyclohexylamine), ClCCCCC(=O)Cl (5-chloropentanoyl chloride). The solvent is ClCCl (dichloromethane). Reaction conditions: temperature 0 celsius, time 6 hour. The product is C1(CCCCC1)NC(CCCCCl)=O (5-chloro-pentanoic acid cyclohexylamide). Reaction SMILES: [CH:1]1([NH2:7])[CH2:6][CH2:5][CH2:4][CH2:3][CH2:2]1.[Cl:8][CH2:9][CH2:10][CH2:11][CH2:12][C:13](Cl)=[O:14]>ClCCl>[CH:1]1([NH:7][C:13](=[O:14])[CH2:12][CH2:11][CH2:10][CH2:9][Cl:8])[CH2:6][CH2:5][CH2:4][CH2:3][CH2:2]1. Reported procedure: Dissolve cyclohexylamine (8.86 mL, 77.5 mmol) in dichloromethane (700 mL), cool to 0° C. and add 5-chloropentanoyl chloride (10 mL, 77.5 mmol). After 6 h, wash the mixture with 1N HCl and saturated aqueous sodium bicarbonate and brine, dry the organic layer over sodium sulfate and evaporate to a white solid to obtain 5-chloro-pentanoic acid cyclohexylamide: MS (EI) m/z=217 (M+). The reactants are C(C)(C)(C)OC(NC1=CC(=C(C=C1N)C1=C(C=CC=C1)F)N(C)C)=O ((5-amino-2-dimethylamino-2′-fluoro-biphenyl-4-yl)-carbamic acid tert.-butyl ester), CC1(OC(=CC(O1)=O)C1=CC(=CC=C1)N1N=NC=C1)C (2,2-dimethyl-6-(3-[1,2,3]triazol-1-yl-phenyl)-[1,3]dioxin-4-one). Yields the product C(C)(C)(C)OC(NC1=CC(=C(C=C1NC(CC(C1=CC(=CC=C1)N1N=NC=C1)=O)=O)C1=C(C=CC=C1)F)N(C)C)=O ({2-Dimethylamino-2′-fluoro-5-[3-oxo-3-(3-[1,2,3]triazol-1-yl-phenyl)-propionylamino]-biphenyl-4-yl}-carbamic acid tert.-butyl ester), solid. RXN SMILES: [C:1]([O:5][C:6](=[O:25])[NH:7][C:8]1[C:13]([NH2:14])=[CH:12][C:11]([C:15]2[CH:20]=[CH:19][CH:18]=[CH:17][C:16]=2[F:21])=[C:10]([N:22]([CH3:24])[CH3:23])[CH:9]=1)([CH3:4])([CH3:3])[CH3:2].CC1(C)[O:32][C:31](=O)[CH:30]=[C:29]([C:34]2[CH:39]=[CH:38][CH:37]=[C:36]([N:40]3[CH:44]=[CH:43][N:42]=[N:41]3)[CH:35]=2)[O:28]1>>[C:1]([O:5][C:6](=[O:25])[NH:7][C:8]1[C:13]([NH:14][C:31](=[O:32])[CH2:30][C:29](=[O:28])[C:34]2[CH:39]=[CH:38][CH:37]=[C:36]([N:40]3[CH:44]=[CH:43][N:42]=[N:41]3)[CH:35]=2)=[CH:12][C:11]([C:15]2[CH:20]=[CH:19][CH:18]=[CH:17][C:16]=2[F:21])=[C:10]([N:22]([CH3:23])[CH3:24])[CH:9]=1)([CH3:4])([CH3:3])[CH3:2]. Reported procedure: The title compound was prepared from (5-amino-2-dimethylamino-2′-fluoro-biphenyl-4-yl)-carbamic acid tert.-butyl ester (Example J20) (691 mg, 2.0 mmol) and 2,2-dimethyl-6-(3-[1,2,3]triazol-1-yl-phenyl)-[1,3]dioxin-4-one (Example L4) (543 mg, 2.0 mmol) according to the general procedure M. Obtained as a yellow solid (820 mg). Reactants: FC1=C(C=C2C(NC(=NC2=C1)N1N=CC(=C1)C(=O)OCC)=O)C(C)C (ethyl 1-(7-fluoro-6-isopropyl-4-oxo-3,4-dihydroquinazolin-2-yl)-1H-pyrazole-4-carboxylate), N1CCOCC1 (morpholine). Yields the product FC1=C(C=C2C(=NC(=NC2=C1)N1N=CC(=C1)C(=O)O)N1CCOCC1)C(C)C (1-(7-Fluoro-6-isopropyl-4-morpholinoquinazolin-2-yl)-1H-pyrazole-4-carboxylic acid). As a reaction SMILES: [F:1][C:2]1[CH:11]=[C:10]2[C:5]([C:6](=O)[NH:7][C:8]([N:12]3[CH:16]=[C:15]([C:17]([O:19]CC)=[O:18])[CH:14]=[N:13]3)=[N:9]2)=[CH:4][C:3]=1[CH:23]([CH3:25])[CH3:24].[NH:26]1[CH2:31][CH2:30][O:29][CH2:28][CH2:27]1>>[F:1][C:2]1[CH:11]=[C:10]2[C:5]([C:6]([N:26]3[CH2:31][CH2:30][O:29][CH2:28][CH2:27]3)=[N:7][C:8]([N:12]3[CH:16]=[C:15]([C:17]([OH:19])=[O:18])[CH:14]=[N:13]3)=[N:9]2)=[CH:4][C:3]=1[CH:23]([CH3:24])[CH3:25]. Procedure details: The above compound may be made analogous to Example 1 using ethyl 1-(7-fluoro-6-isopropyl-4-oxo-3,4-dihydroquinazolin-2-yl)-1H-pyrazole-4-carboxylate in step D and morpholine in step E. MS (ESI): predicted mass calcd. for C19H20FN5O3, 385.2 Reactants: O=C([O-])O, N#CC1(c2cccc(C(=O)Cl)c2)CC1, Cc1ccc(O)cc1N, [Na+], C1CCOC1. Yields the product Cc1ccc(O)cc1NC(=O)c1cccc(C2(C#N)CC2)c1. As a reaction SMILES: [C:10](=[O:11])([O-:12])[OH:13].[C:15](#[N:16])[C:17]1([c:20]2[cH:21][c:22]([C:23](=[O:24])[Cl:25])[cH:26][cH:27][cH:28]2)[CH2:18][CH2:19]1.[NH2:1][c:2]1[cH:3][c:4]([OH:9])[cH:5][cH:6][c:7]1[CH3:8].[Na+:14].[O:29]1[CH2:30][CH2:31][CH2:32][CH2:33]1>>[NH:1]([c:2]1[cH:3][c:4]([OH:9])[cH:5][cH:6][c:7]1[CH3:8])[C:23]([c:22]1[cH:21][c:20]([C:17]2([C:15]#[N:16])[CH2:18][CH2:19]2)[cH:28][cH:27][cH:26]1)=[O:24].